This data is from the Open Reaction Database (ORD), a public repository of structured organic reaction records. The task is: describe an organic reaction: reactants, conditions, products, and yield The reactants are CCOC(=O)CCCCOc1cc(F)ccc1CNC(=O)OC(C)(C)C, C1CCOC1, CO, [Na+], [OH-], O. Yields the product CC(C)(C)OC(=O)NCc1ccc(F)cc1OCCCCC(=O)O. RXN SMILES: [C:1]([CH3:2])([CH3:3])([CH3:4])[O:5][C:6](=[O:7])[NH:8][CH2:9][c:10]1[c:11]([O:12][CH2:13][CH2:14][CH2:15][CH2:16][C:17](=[O:18])[O:19][CH2:20][CH3:21])[cH:22][c:23]([F:26])[cH:24][cH:25]1.[CH2:29]1[O:30][CH2:31][CH2:32][CH2:33]1.[CH3:34][OH:35].[Na+:28].[OH-:27].[OH2:36]>>[C:1]([CH3:2])([CH3:3])([CH3:4])[O:5][C:6](=[O:7])[NH:8][CH2:9][c:10]1[c:11]([O:12][CH2:13][CH2:14][CH2:15][CH2:16][C:17](=[O:18])[OH:19])[cH:22][c:23]([F:26])[cH:24][cH:25]1.